From a dataset of the Open Reaction Database (ORD), a public repository of structured organic reaction records. describe an organic reaction: reactants, conditions, products, and yield Starting materials: BrCC1=CC(=C(OC(C(=O)OC)C2=CC=CC=C2)C(=C1)Cl)Cl (methyl 2-(4-bromomethyl-2,6-dichlorophenoxy)-2-phenylacetate), CC1=CC(=C2C(=N1)N=C(N2)CC)C (5,7-dimethyl-2-ethylimidazo[4,5-b]pyridine). Product: C(=O)(OC)C(OC1=C(C=C(C=C1Cl)CN1C(=NC=2C1=NC(=CC2C)C)CC)Cl)C2=CC=CC=C2 (3-[4-(1-carbomethoxy-1-phenylmethoxy)-3,5-dichlorophenylmethyl]-5,7-dimethyl-2-ethyl-3H-imidazo[4,5 -b]-pyridine). The yield is 66.4%. RXN SMILES: Br[CH2:2][C:3]1[CH:20]=[C:19]([Cl:21])[C:6]([O:7][CH:8]([C:13]2[CH:18]=[CH:17][CH:16]=[CH:15][CH:14]=2)[C:9]([O:11][CH3:12])=[O:10])=[C:5]([Cl:22])[CH:4]=1.[CH3:23][C:24]1[N:29]=[C:28]2[N:30]=[C:31]([CH2:33][CH3:34])[NH:32][C:27]2=[C:26]([CH3:35])[CH:25]=1>>[C:9]([CH:8]([C:13]1[CH:18]=[CH:17][CH:16]=[CH:15][CH:14]=1)[O:7][C:6]1[C:19]([Cl:21])=[CH:20][C:3]([CH2:2][N:30]2[C:28]3=[N:29][C:24]([CH3:23])=[CH:25][C:26]([CH3:35])=[C:27]3[N:32]=[C:31]2[CH2:33][CH3:34])=[CH:4][C:5]=1[Cl:22])([O:11][CH3:12])=[O:10]. Reported procedure: The product of Step E (0.126 g, 0.31 mmol) was used to alkylate 0.050 g (0.29 mmol) of 5,7-dimethyl-2-ethylimidazo[4,5-b]pyridine according to the procedure described for Step B of Example 2, which after purification afforded 0.096 g (68%) of the title compound. Reactants: O=C1CCC(CC1)NC1=C(C(=NC=C1)C)OCC (4-(4-oxocyclohexylamino)-3-ethoxy-2-methylpyridine), [Br-].C(CCCCCCCCCC)[P+](C1=CC=CC=C1)(C1=CC=CC=C1)C1=CC=CC=C1 (undecyl triphenylphosphonium bromide). Product: C(CCCCCCCCCC)=C1CCC(CC1)NC1=C(C(=NC=C1)C)OCC (4-(4-Undecylidenecyclohexylamino)-3-ethoxy-2-methylpyridine). Isolated yield 51.0%. RXN SMILES: O=[C:2]1[CH2:7][CH2:6][CH:5]([NH:8][C:9]2[CH:14]=[CH:13][N:12]=[C:11]([CH3:15])[C:10]=2[O:16][CH2:17][CH3:18])[CH2:4][CH2:3]1.[Br-].[CH2:20]([P+](C1C=CC=CC=1)(C1C=CC=CC=1)C1C=CC=CC=1)[CH2:21][CH2:22][CH2:23][CH2:24][CH2:25][CH2:26][CH2:27][CH2:28][CH2:29][CH3:30]>>[CH:30](=[C:2]1[CH2:7][CH2:6][CH:5]([NH:8][C:9]2[CH:14]=[CH:13][N:12]=[C:11]([CH3:15])[C:10]=2[O:16][CH2:17][CH3:18])[CH2:4][CH2:3]1)[CH2:29][CH2:28][CH2:27][CH2:26][CH2:25][CH2:24][CH2:23][CH2:22][CH2:21][CH3:20] |f:1.2|. Reported procedure: Preparation was carried out analogously to Example 27 from 4-(4-oxocyclohexylamino)-3-ethoxy-2-methylpyridine and undecyl triphenylphosphonium bromide. Yield: 51% The product is CC1CCc2ncnc(-c3ccc(C(=O)N(CCN)Cc4ccc(Cl)cc4)cc3)c21. As a reaction SMILES: [Cl:45][CH2:46][Cl:47].[Cl:8][c:9]1[cH:10][cH:11][c:12]([CH2:13][N:14]([C:15]([c:16]2[cH:17][cH:18][c:19](-[c:22]3[c:23]4[c:24]([n:25][cH:26][n:27]3)[CH2:28][CH2:29][CH:30]4[CH3:31])[cH:20][cH:21]2)=[O:32])[CH2:33][CH2:34][NH:35][C:36](=[O:37])[O:38][C:39]([CH3:40])([CH3:41])[CH3:42])[cH:43][cH:44]1.[F:1][C:2]([F:3])([F:4])[C:5]([OH:6])=[O:7]>>[Cl:8][c:9]1[cH:10][cH:11][c:12]([CH2:13][N:14]([C:15]([c:16]2[cH:17][cH:18][c:19](-[c:22]3[c:23]4[c:24]([n:25][cH:26][n:27]3)[CH2:28][CH2:29][CH:30]4[CH3:31])[cH:20][cH:21]2)=[O:32])[CH2:33][CH2:34][NH2:35])[cH:43][cH:44]1. Reactants: ClCCl, CC1CCc2ncnc(-c3ccc(C(=O)N(CCNC(=O)OC(C)(C)C)Cc4ccc(Cl)cc4)cc3)c21, O=C(O)C(F)(F)F. The product is C=CCC(O)C12OC1(C)CCCC2(C)C. RXN SMILES: [C:1]([O:2][OH:4])(=[O:3])[CH3:5].[C:25](=[O:26])([O-:27])[O-:28].[CH3:11][C:12]1=[C:13]([CH:20]([CH2:21][CH:22]=[CH2:23])[OH:24])[C:14]([CH3:18])([CH3:19])[CH2:15][CH2:16][CH2:17]1.[CH3:7][C:8](=[O:9])[O-:10].[Cl:32][CH2:33][Cl:34].[Na+:29].[Na+:30].[Na+:6].[OH2:31]>>[O:3]1[C:12]2([CH3:11])[C:13]1([CH:20]([CH2:21][CH:22]=[CH2:23])[OH:24])[C:14]([CH3:18])([CH3:19])[CH2:15][CH2:16][CH2:17]2. The reactants are CC(=O)OO, O=C([O-])[O-], C=CCC(O)C1=C(C)CCCC1(C)C, CC(=O)[O-], ClCCl, [Na+], [Na+], [Na+], O. Reactants: C(C)(=O)C1=C(C=C(C=C1)C1=C(N=C(S1)NC(C)=O)C)F (N-[5-(4-Acetyl-3-fluoro-phenyl)-4-methyl-thiazol-2-yl]-acetamide), Cl (HCl). The solvent is CCO (EtOH). Run at time 90 minute. Product: NC=1SC(=C(N1)C)C1=CC(=C(C=C1)C(C)=O)F (1-[4-(2-Amino-4-methyl-thiazol-5-yl)-2-fluoro-phenyl]-ethanone). As a reaction SMILES: [C:1]([C:4]1[CH:9]=[CH:8][C:7]([C:10]2[S:14][C:13]([NH:15]C(=O)C)=[N:12][C:11]=2[CH3:19])=[CH:6][C:5]=1[F:20])(=[O:3])[CH3:2].Cl>CCO>[NH2:15][C:13]1[S:14][C:10]([C:7]2[CH:8]=[CH:9][C:4]([C:1](=[O:3])[CH3:2])=[C:5]([F:20])[CH:6]=2)=[C:11]([CH3:19])[N:12]=1. Reported procedure: N-[5-(4-Acetyl-3-fluoro-phenyl)-4-methyl-thiazol-2-yl]-acetamide (0.46 g, 0.171 mmol) in EtOH (15 ml) is treated with 6M HCl (3.14 ml) and heated using microwave radiation at 100° C. After 90 minutes, the solvent is removed in vacuo and the resulting solid is dissolved in water (25 ml). The pH is adjusted to pH 7 by addition of 2M NaOH. The yellow solid which precipitates is filtered and dried under vacuum to afford the title compound. (MH+ 251.22). The reactants are NCCNCc1ccccc1, CCO, N#CBr, [Na+], [OH-]. Product: N=C1NCCN1Cc1ccccc1. Reaction SMILES: [CH2:1]([c:2]1[cH:3][cH:4][cH:5][cH:6][cH:7]1)[NH:8][CH2:9][CH2:10][NH2:11].[CH3:17][CH2:18][OH:19].[N:12]#[C:13][Br:14].[Na+:16].[OH-:15]>>[CH2:1]([c:2]1[cH:3][cH:4][cH:5][cH:6][cH:7]1)[N:8]1[CH2:9][CH2:10][NH:11][C:13]1=[NH:12]. Reactants: FC=1C=C(C=CC1)S(=O)(=O)C1=CC=C2C(CCOC2=C1)=O (7-(3-Fluoro-benzenesulfonyl)-chroman-4-one), [BH4-].[Na+] (NaBH4). The solvent is C1CCOC1 (THF). Reaction conditions: temperature 0 celsius, time 3 hour. The product is FC=1C=C(C=CC1)S(=O)(=O)C1=CC=C2C(CCOC2=C1)O (7-(3-Fluorobenzene-sulfonyl)-chroman-4-ol). Isolated yield 60.0%. As a reaction SMILES: [F:1][C:2]1[CH:3]=[C:4]([S:8]([C:11]2[CH:20]=[C:19]3[C:14]([C:15](=[O:21])[CH2:16][CH2:17][O:18]3)=[CH:13][CH:12]=2)(=[O:10])=[O:9])[CH:5]=[CH:6][CH:7]=1.[BH4-].[Na+]>C1COCC1>[F:1][C:2]1[CH:3]=[C:4]([S:8]([C:11]2[CH:20]=[C:19]3[C:14]([CH:15]([OH:21])[CH2:16][CH2:17][O:18]3)=[CH:13][CH:12]=2)(=[O:10])=[O:9])[CH:5]=[CH:6][CH:7]=1 |f:1.2|. Procedure: To a solution of 7-(3-Fluoro-benzenesulfonyl)-chroman-4-one (3.31 g, 10.81 mmol) in THF (100 ml) was added NaBH4 (0.49 g, 12.9 mmol) at 0° C. The mixture was stirred at 0° C. for 3 hours. The reaction mixture was partitioned between water and EtOAc. The EtOAc layer was washed with brine, dried with MgSO4, filtered and concentrated. The residue was purified with flash chromatography to give 2.0 g of 7-(3-Fluorobenzene-sulfonyl)-chroman-4-ol, as a white foam. MS: 599.2 (2M−OH)+.